This data is from the Open Reaction Database (ORD), a public repository of structured organic reaction records. The task is: describe an organic reaction: reactants, conditions, products, and yield Starting materials: COC(=O)c1ccc(Br)cc1, CC1(C)OB(C(=CC2CCCCC2)CO)OC1(C)C, [Cs+], [F-], C1COCCO1, c1ccc([PH](c2ccccc2)(c2ccccc2)[Pd-4]([PH](c2ccccc2)(c2ccccc2)c2ccccc2)([PH](c2ccccc2)(c2ccccc2)c2ccccc2)[PH](c2ccccc2)(c2ccccc2)c2ccccc2)cc1. The product is COC(=O)c1ccc(C(=CC2CCCCC2)CO)cc1. Reaction SMILES: [CH3:1][O:2][C:3]([c:4]1[cH:5][cH:6][c:7]([Br:10])[cH:8][cH:9]1)=[O:11].[CH:12]1([CH:18]=[C:19]([CH2:20][OH:21])[B:22]2[O:23][C:24]([CH3:25])([CH3:26])[C:27]([CH3:28])([CH3:29])[O:30]2)[CH2:13][CH2:14][CH2:15][CH2:16][CH2:17]1.[Cs+:32].[F-:31].[O:33]1[CH2:34][CH2:35][O:36][CH2:37][CH2:38]1.[c:39]1([PH:40]([Pd-4:41]([PH:42]([c:43]2[cH:44][cH:45][cH:46][cH:47][cH:48]2)([c:49]2[cH:50][cH:51][cH:52][cH:53][cH:54]2)[c:55]2[cH:56][cH:57][cH:58][cH:59][cH:60]2)([PH:61]([c:62]2[cH:63][cH:64][cH:65][cH:66][cH:67]2)([c:68]2[cH:69][cH:70][cH:71][cH:72][cH:73]2)[c:74]2[cH:75][cH:76][cH:77][cH:78][cH:79]2)[PH:80]([c:81]2[cH:82][cH:83][cH:84][cH:85][cH:86]2)([c:87]2[cH:88][cH:89][cH:90][cH:91][cH:92]2)[c:93]2[cH:94][cH:95][cH:96][cH:97][cH:98]2)([c:99]2[cH:100][cH:101][cH:102][cH:103][cH:104]2)[c:105]2[cH:106][cH:107][cH:108][cH:109][cH:110]2)[cH:111][cH:112][cH:113][cH:114][cH:115]1>>[CH3:1][O:2][C:3]([c:4]1[cH:5][cH:6][c:7]([C:19](=[CH:18][CH:12]2[CH2:13][CH2:14][CH2:15][CH2:16][CH2:17]2)[CH2:20][OH:21])[cH:8][cH:9]1)=[O:11]. Reactants: ClC=1N=CC(=NC1)N (5-chloro-2-amino-pyrazine), BrCC(=O)C1=CC=C(C=C1)N(C)C (2-bromo-4′-dimethylamino-acetophenone), C(=O)(O)[O-].[Na+] (NaHCO3). Run in C(C)#N (acetonitrile). Product: ClC=1N=CC=2N(C1)C=C(N2)C2=CC=C(C=C2)N(C)C (4-(6-chloroimidazo[1,2-a]pyrazin-2-yl)-N,N-dimethylbenzenamine). Yield: 7.0%. RXN SMILES: [Cl:1][C:2]1[N:3]=[CH:4][C:5]([NH2:8])=[N:6][CH:7]=1.Br[CH2:10][C:11]([C:13]1[CH:18]=[CH:17][C:16]([N:19]([CH3:21])[CH3:20])=[CH:15][CH:14]=1)=O.C([O-])(O)=O.[Na+]>C(#N)C>[Cl:1][C:2]1[N:3]=[CH:4][C:5]2[N:6]([CH:10]=[C:11]([C:13]3[CH:18]=[CH:17][C:16]([N:19]([CH3:21])[CH3:20])=[CH:15][CH:14]=3)[N:8]=2)[CH:7]=1 |f:2.3|. Procedure: In a double necked round bottomed flask equipped with condenser and under nitrogen flow were introduced 5-chloro-2-amino-pyrazine (61 mg, 0.47 mmol), 2-bromo-4′-dimethylamino-acetophenone (170 mg, 0.71 mmol) and anhydrous acetonitrile (7 mL). The reaction mixture was refluxed for 3 hrs. After it cooled down, NaHCO3 (71 mg, 0.85 mmol) was added. The reaction was refluxed for another 6 hrs. The solvent was removed and the crude product (221 mg) was purified by FCC (hex/DCM/AcOEt=2:2:1), to afford ... Reactants: CCOCC (ether), ClC1=C(C=C(C=C1)NC(=O)C1=C(OC=C1)C)C=O (N-(4-chloro-3-formylphenyl)-2-methyl-3-furancarboxamide), NN1CCOCC1 (4-aminomorpholine), C(Cl)Cl (methlyenechloride), ether ligroin. Run in O (water), CO (methanol). Reaction conditions: time 8 hour. The product is ClC1=C(C=C(C=C1)NC(=O)C1=C(OC=C1)C)C=NN1CCOCC1 (N-[4-chloro-3-[(4-morpholinylimino)methyl]phenyl]-2-methyl-3-furancarboxamide). Yield: 87.2%. As a reaction SMILES: [Cl:1][C:2]1[CH:7]=[CH:6][C:5]([NH:8][C:9]([C:11]2[CH:15]=[CH:14][O:13][C:12]=2[CH3:16])=[O:10])=[CH:4][C:3]=1[CH:17]=O.[NH2:19][N:20]1[CH2:25][CH2:24][O:23][CH2:22][CH2:21]1.C(Cl)Cl.CCOCC>CO.O>[Cl:1][C:2]1[CH:7]=[CH:6][C:5]([NH:8][C:9]([C:11]2[CH:15]=[CH:14][O:13][C:12]=2[CH3:16])=[O:10])=[CH:4][C:3]=1[CH:17]=[N:19][N:20]1[CH2:25][CH2:24][O:23][CH2:22][CH2:21]1. Procedure details: To a chilled suspension of N-(4-chloro-3-formylphenyl)-2-methyl-3-furancarboxamide (2.0 g) in methanol (30 ml) was added 4-aminomorpholine (0.8 g). The resultant reaction mixture was stirred overnight. TLC analysis (methlyenechloride:ether, 5:1) of the reaction mixture showed a new spot and traces of substrate. The reaction mixture was stirred for another hour at 30° C. and then the reaction mixture was poured into water and extracted into ether/ethyl acetate. The extract was washed with water, ... Reactants: CO, C=C1CC(CO)C(c2ccccc2)C1. Yields the product O=C1CC(CO)C(c2ccccc2)C1. Reaction SMILES: [CH3:15][OH:16].[OH:1][CH2:2][CH:3]1[CH:4]([c:9]2[cH:10][cH:11][cH:12][cH:13][cH:14]2)[CH2:5][C:6](=[CH2:8])[CH2:7]1>>[OH:1][CH2:2][CH:3]1[CH:4]([c:9]2[cH:10][cH:11][cH:12][cH:13][cH:14]2)[CH2:5][C:6](=[O:16])[CH2:7]1. Starting materials: [BH4-], CN1CCCC1=O, Cc1ccccc1, CC(C)(C)OC(=O)C1(Cl)CC1F, Cl, Cl[Co]Cl, [Na+], O, O, O, O, O, O, O. Product: CC(C)(C)OC(=O)C1CC1F. Reaction SMILES: [BH4-:1].[CH3:17][N:18]1[CH2:19][CH2:20][CH2:21][C:22]1=[O:23].[CH3:33][c:34]1[cH:35][cH:36][cH:37][cH:38][cH:39]1.[Cl:3][C:4]1([C:8](=[O:9])[O:10][C:11]([CH3:12])([CH3:13])[CH3:14])[CH:5]([F:7])[CH2:6]1.[ClH:16].[Co:30]([Cl:31])[Cl:32].[Na+:2].[OH2:15].[OH2:24].[OH2:25].[OH2:26].[OH2:27].[OH2:28].[OH2:29]>>[CH:4]1([C:8](=[O:9])[O:10][C:11]([CH3:12])([CH3:13])[CH3:14])[CH:5]([F:7])[CH2:6]1.